This data is from the Open Reaction Database (ORD), a public repository of structured organic reaction records. The task is: describe an organic reaction: reactants, conditions, products, and yield Starting materials: C(C)OC1=NC=C(C=C1C=1NC(C=2C(N1)=C(N(N2)C)CC)=O)S(=O)(=O)N2CCN(CC2)CC (5-[2-Ethoxy-5-(4-ethylpiperazin-1-ylsulphonyl)pyridin-3-yl]-3-ethyl-2-methyl-2,6-dihydro-7H-pyrazolo[4,3-d]pyrimidin-7-one), C[Si](C)(C)[N-][Si](C)(C)C.[K+] (potassium bis(trimethylsilyl)amide), C[C@H](CC)O ((R)-2-butanol). Run at temperature 110 celsius, time 18 hour. Product: C(C)C=1N(N=C2C1N=C(NC2=O)C=2C(=NC=C(C2)S(=O)(=O)N2CCN(CC2)CC)O[C@@H](CC)C)C (3-Ethyl-5-[5-(4-ethylpiperazin-1-ylsulphonyl)-2-(1(R)-methyl-n-propoxy)pyridin-3-yl]-2-methyl-2,6-dihydro-7H-pyrazolo[4,3-d]pyrimidin-7-one). The yield is 17.0%. RXN SMILES: C(O[C:4]1[C:9]([C:10]2[NH:11][C:12](=[O:22])[C:13]3[C:14](=[C:16]([CH2:20][CH3:21])[N:17]([CH3:19])[N:18]=3)[N:15]=2)=[CH:8][C:7]([S:23]([N:26]2[CH2:31][CH2:30][N:29]([CH2:32][CH3:33])[CH2:28][CH2:27]2)(=[O:25])=[O:24])=[CH:6][N:5]=1)C.C[Si]([N-][Si](C)(C)C)(C)C.[K+].[CH3:44][C@@H:45]([OH:48])[CH2:46][CH3:47]>>[CH2:20]([C:16]1[N:17]([CH3:19])[N:18]=[C:13]2[C:12](=[O:22])[NH:11][C:10]([C:9]3[C:4]([O:48][C@H:45]([CH3:44])[CH2:46][CH3:47])=[N:5][CH:6]=[C:7]([S:23]([N:26]4[CH2:27][CH2:28][N:29]([CH2:32][CH3:33])[CH2:30][CH2:31]4)(=[O:25])=[O:24])[CH:8]=3)=[N:15][C:14]=12)[CH3:21] |f:1.2|. Procedure: The title compound of Example 78 (400 mg, 0.84 mmol) was added to a mixture of potassium bis(trimethylsilyl)amide (840 mg, 4.2 mmol) in (R)-2-butanol (4 ml) and the mixture stirred at 110° C. for 18 hours. The cooled mixture was concentrated under reduced pressure and the residue suspended in water (10 ml) and neutralised using 2N hydrochloric acid. This aqueous suspension was extracted with ethyl acetate (3×30 ml), the combined organic extracts washed with sodium hydroxide solution (20 ml), bri... The reactants are C(C1=CC=CC=C1)OC1=CC=C(C(=O)NC(C(N2CCN(CC2)C(C2=C(C=CC=C2)C(F)(F)F)=O)=O)(C)C)C=C1 (4-benzyloxy-N-{1,1-dimethyl-2-oxo-2-[4-(2-trifluoromethyl-benzoyl)-piperazin-1-yl]-ethyl}-benzamide), CO (methanol). Reagents/catalysts: [Pd] (Pd). The solvent is C(C)(=O)OCC (ethyl acetate). Conditions: time 2 hour. Product: CC(C(N1CCN(CC1)C(C1=C(C=CC=C1)C(F)(F)F)=O)=O)(C)NC(C1=CC=C(C=C1)O)=O (N-{1,1-dimethyl-2-oxo-2-[4-(2-trifluoromethyl-benzoyl)-piperazin-1-yl]-ethyl}-4-hydroxy-benzamide). Isolated yield 89.9%. As a reaction SMILES: C([O:8][C:9]1[CH:40]=[CH:39][C:12]([C:13]([NH:15][C:16]([CH3:38])([CH3:37])[C:17](=[O:36])[N:18]2[CH2:23][CH2:22][N:21]([C:24](=[O:35])[C:25]3[CH:30]=[CH:29][CH:28]=[CH:27][C:26]=3[C:31]([F:34])([F:33])[F:32])[CH2:20][CH2:19]2)=[O:14])=[CH:11][CH:10]=1)C1C=CC=CC=1.CO>[Pd].C(OCC)(=O)C>[CH3:38][C:16]([NH:15][C:13](=[O:14])[C:12]1[CH:11]=[CH:10][C:9]([OH:8])=[CH:40][CH:39]=1)([CH3:37])[C:17](=[O:36])[N:18]1[CH2:19][CH2:20][N:21]([C:24](=[O:35])[C:25]2[CH:30]=[CH:29][CH:28]=[CH:27][C:26]=2[C:31]([F:32])([F:34])[F:33])[CH2:22][CH2:23]1. Reported procedure: Pd/c (20 mg) was added to a stirred solution of 4-benzyloxy-N-{1,1-dimethyl-2-oxo-2-[4-(2-trifluoromethyl-benzoyl)-piperazin-1-yl]-ethyl}-benzamide (70 mg, 0.12 mmol) in a mixture methanol (2 mL) and ethyl acetate (5 ml) and stirring was continued at room temperature under hydrogen atmosphere for 2 hrs. The mixture was filtered over a bed of celite. The celite was washed with methanol and the filtrate was concentrated under reduced pressure to afford 50 mg (86.2% yield) of N-{1,1-dimethyl-2-oxo-...